Dataset: the Open Reaction Database (ORD), a public repository of structured organic reaction records. Task: describe an organic reaction: reactants, conditions, products, and yield Starting materials: CCCCCC, CN1CCCN(C)C1=O, N#CC1CC1, BrCC1CCCC1, CC(C)NC(C)C, [Li]CCCC, C1CCOC1, O. Yields the product N#CC1(CC2CCCC2)CC1. RXN SMILES: [CH3:25][CH2:26][CH2:27][CH2:28][CH2:29][CH3:30].[CH3:37][N:38]1[CH2:39][CH2:40][CH2:41][N:42]([CH3:43])[C:44]1=[O:45].[CH:13]1([C:16]#[N:17])[CH2:14][CH2:15]1.[CH:18]1([CH2:23][Br:24])[CH2:19][CH2:20][CH2:21][CH2:22]1.[CH:6]([NH:7][CH:8]([CH3:9])[CH3:10])([CH3:11])[CH3:12].[Li:1][CH2:2][CH2:3][CH2:4][CH3:5].[O:31]1[CH2:32][CH2:33][CH2:34][CH2:35]1.[OH2:36]>>[C:13]1([C:16]#[N:17])([CH2:23][CH:18]2[CH2:19][CH2:20][CH2:21][CH2:22]2)[CH2:14][CH2:15]1. The reactants are ClC=1C=C(C(=O)OO)C=CC1 (3-Chloroperoxybenzoic acid), C1=CC(=CC(=C1)Cl)C(=O)OO (mCPBA), pure mixture, C(CC)C=1N(C2=C(C=NC=3C=CC=CC23)N1)CCCON1C(C2=CC=CC=C2C1=O)=O (2-[3-(2-propyl-1H-imidazo[4,5-c]quinolin-1-yl)propoxy]-1H-isoindole-1,3(2H)-dione), C1=CC(=CC(=C1)Cl)C(=O)OO (mCPBA). Solvent: C(Cl)(Cl)Cl (chloroform). Conditions: time 7 hour. Product: [O-][N+]1=CC2=C(C=3C=CC=CC13)N(C(=N2)CCC)CCCON2C(C1=CC=CC=C1C2=O)=O (2-[3-(5-oxido-2-propyl-1H-imidazo[4,5-c]quinolin-1-yl)propoxy]-1H-isoindole-1,3(2H)-dione). Isolated yield 99.0%. As a reaction SMILES: ClC1C=C(C=CC=1)C(OO)=[O:6].[CH2:12]([C:15]1[N:16]([CH2:28][CH2:29][CH2:30][O:31][N:32]2[C:40](=[O:41])[C:39]3[C:34](=[CH:35][CH:36]=[CH:37][CH:38]=3)[C:33]2=[O:42])[C:17]2[C:26]3[CH:25]=[CH:24][CH:23]=[CH:22][C:21]=3[N:20]=[CH:19][C:18]=2[N:27]=1)[CH2:13][CH3:14]>C(Cl)(Cl)Cl>[O-:6][N+:20]1[C:21]2[CH:22]=[CH:23][CH:24]=[CH:25][C:26]=2[C:17]2[N:16]([CH2:28][CH2:29][CH2:30][O:31][N:32]3[C:40](=[O:41])[C:39]4[C:34](=[CH:35][CH:36]=[CH:37][CH:38]=4)[C:33]3=[O:42])[C:15]([CH2:12][CH2:13][CH3:14])=[N:27][C:18]=2[CH:19]=1. Procedure: 3-Chloroperoxybenzoic acid (14.9 g, 66.4 mmol) (mCPBA, available as an approximately 77% pure mixture) was added to a solution of 2-[3-(2-propyl-1H-imidazo[4,5-c]quinolin-1-yl)propoxy]-1H-isoindole-1,3(2H)-dione (25.0 g, 60.3 mmol) in chloroform (200 mL), and the reaction was stirred for seven hours at room temperature. An analysis by liquid chromatography/mass spectrometry (LC/MS) indicated that the reaction was incomplete, and additional mCPBA (4.96 g, 22.1 mmol) was added. The reaction was al... Starting materials: OC1=NC(=NC(=C1)C)SC (4-Hydroxy-6-methyl-2-methylthiopyrimidine), P(=O)(Cl)(Cl)Cl (phosphorus oxychloride), N (NH3), chloro, C(CCC)N (n-butylamine). The product is C(CCC)NC1=NC(=NC(=C1)C)SC (4-butylamino-6-methyl-2-methylthiopyrimidine). As a reaction SMILES: O[C:2]1[CH:7]=[C:6]([CH3:8])[N:5]=[C:4]([S:9][CH3:10])[N:3]=1.P(Cl)(Cl)(Cl)=O.N.[CH2:17]([NH2:21])[CH2:18][CH2:19][CH3:20]>>[CH2:17]([NH:21][C:2]1[CH:7]=[C:6]([CH3:8])[N:5]=[C:4]([S:9][CH3:10])[N:3]=1)[CH2:18][CH2:19][CH3:20]. Reported procedure: 4-Hydroxy-6-methyl-2-methylthiopyrimidine (10.0 g, 64.13 mmol), prepared by the procedure described in Example 158A, was dissolved in ~45 mL (483 mmol, 7 equivalents) of phosphorus oxychloride under nitrogen and heated at reflux for 6.5 hours. The phosphorus oxychloride was distilled off and the remaining residue was dissolved in ether and poured onto ice. The aqueous phase was extracted several times with ether. The combined ether extracts were dried over magnesium sulfate and the 4-chloro-6-me... Starting materials: C1CCOC1, COc1ccccc1CC(=O)O, O, O=S(=O)(Cl)Cl. Product: COc1ccc(Cl)cc1CC(=O)O. As a reaction SMILES: [CH2:13]1[O:14][CH2:15][CH2:16][CH2:17]1.[CH3:1][O:2][c:3]1[c:4]([CH2:9][C:10](=[O:11])[OH:12])[cH:5][cH:6][cH:7][cH:8]1.[OH2:23].[S:18]([Cl:19])(=[O:20])([Cl:21])=[O:22]>>[CH3:1][O:2][c:3]1[c:4]([CH2:9][C:10](=[O:11])[OH:12])[cH:5][c:6]([Cl:21])[cH:7][cH:8]1. The reactants are CCOC(=O)c1ccccc1-c1ccc(CBr)cn1, CCCCc1n[nH]c(CCCC)n1, [H-], [H][H], [Na+], CN(C)C=O. Product: CCCCc1nc(CCCC)n(Cc2ccc(-c3ccccc3C(=O)OCC)nc2)n1. As a reaction SMILES: [Br:18][CH2:19][c:20]1[cH:21][cH:22][c:23](-[c:26]2[c:27]([C:28](=[O:29])[O:30][CH2:31][CH3:32])[cH:33][cH:34][cH:35][cH:36]2)[n:24][cH:25]1.[CH2:1]([CH2:2][CH2:3][CH3:4])[c:5]1[n:6][nH:7][c:8]([CH2:10][CH2:11][CH2:12][CH3:13])[n:9]1.[H-:14].[H:16][H:17].[Na+:15].[O:37]=[CH:38][N:39]([CH3:40])[CH3:41]>>[CH2:1]([CH2:2][CH2:3][CH3:4])[c:5]1[n:6][n:7]([CH2:19][c:20]2[cH:21][cH:22][c:23](-[c:26]3[c:27]([C:28](=[O:29])[O:30][CH2:31][CH3:32])[cH:33][cH:34][cH:35][cH:36]3)[n:24][cH:25]2)[c:8]([CH2:10][CH2:11][CH2:12][CH3:13])[n:9]1. The reactants are CC(C(=O)OCC)(C)OC1=CC=C(C=C1)CCNCC1=CC=C(C=C1)OC(F)(F)F (ethyl 2-methyl-2-[4-(2-{[4-(trifluoromethoxy)benzyl]amino}ethyl)phenoxy]propanoate), ClC1=NC=C(C=O)C=C1 (6-chloronicotinaldehyde), C(=O)([O-])[O-].[K+].[K+] (K2CO3), 150C. Solvent: CN(C)C=O (DMF). The product is C(=O)C=1C=CC(=NC1)N(CCC1=CC=C(OC(C(=O)OCC)(C)C)C=C1)CC1=CC=C(C=C1)OC(F)(F)F (Ethyl 2-[4-(2-{(5-formylpyridin-2-yl)[4-(trifluoromethoxy)benzyl]amino}ethyl)phenoxy]-2-methylpropanoate). Yield: 67.5%. Reaction SMILES: [CH3:1][C:2]([O:9][C:10]1[CH:15]=[CH:14][C:13]([CH2:16][CH2:17][NH:18][CH2:19][C:20]2[CH:25]=[CH:24][C:23]([O:26][C:27]([F:30])([F:29])[F:28])=[CH:22][CH:21]=2)=[CH:12][CH:11]=1)([CH3:8])[C:3]([O:5][CH2:6][CH3:7])=[O:4].Cl[C:32]1[CH:39]=[CH:38][C:35]([CH:36]=[O:37])=[CH:34][N:33]=1.C([O-])([O-])=O.[K+].[K+]>CN(C=O)C>[CH:36]([C:35]1[CH:38]=[CH:39][C:32]([N:18]([CH2:19][C:20]2[CH:21]=[CH:22][C:23]([O:26][C:27]([F:28])([F:29])[F:30])=[CH:24][CH:25]=2)[CH2:17][CH2:16][C:13]2[CH:14]=[CH:15][C:10]([O:9][C:2]([CH3:1])([CH3:8])[C:3]([O:5][CH2:6][CH3:7])=[O:4])=[CH:11][CH:12]=2)=[N:33][CH:34]=1)=[O:37] |f:2.3.4|. Reported procedure: A solution of ethyl 2-methyl-2-[4-(2-{[4-(trifluoromethoxy)benzyl]amino}ethyl)phenoxy]propanoate (3.0 g; 7.05 mmol) in 8 ml of DMF was treated with 6-chloronicotinaldehyde (0.91 g; 6.42 mmol) and K2CO3 (0.97 g; 7.05 mmol). The reaction mixture was heated at 150C for 4 hr. Upon cooling, the mixture was partitioned between ethyl acetate and 0.05N HCl. The organic phase was washed with 0.05N HCl and brine, dried over sodium sulfate, filtered and concentrated. Purification by flash chromatography us...